Dataset: the Open Reaction Database (ORD), a public repository of structured organic reaction records. Task: describe an organic reaction: reactants, conditions, products, and yield Starting materials: C1CCOC1, CCc1cccc(NC#N)c1, CI, CO, ClCCl, [H-], [Na+], O. Product: CCc1cccc(N(C)C#N)c1. Reaction SMILES: [CH2:18]1[O:19][CH2:20][CH2:21][CH2:22]1.[CH2:1]([CH3:2])[c:3]1[cH:4][c:5]([NH:9][C:10]#[N:11])[cH:6][cH:7][cH:8]1.[CH3:14][I:15].[CH3:16][OH:17].[Cl:23][CH2:24][Cl:25].[H-:12].[Na+:13].[OH2:26]>>[CH2:1]([CH3:2])[c:3]1[cH:4][c:5]([N:9]([C:10]#[N:11])[CH3:14])[cH:6][cH:7][cH:8]1. The reactants are CCOc1cc(C=CC#N)ccc1OC, CC(=O)Nc1ccc(I)cc1, [Na+], O=C([O-])O, CC(=O)[O-], CC(=O)[O-], CN(C)C=O, O, [Pd+2]. The product is CCOc1cc(C(=CC#N)c2ccc(NC(C)=O)cc2)ccc1OC. Reaction SMILES: [CH2:1]([CH3:2])[O:3][c:4]1[cH:5][c:6]([CH:12]=[CH:13][C:14]#[N:15])[cH:7][cH:8][c:9]1[O:10][CH3:11].[I:16][c:17]1[cH:18][cH:19][c:20]([NH:23][C:24]([CH3:25])=[O:26])[cH:21][cH:22]1.[Na+:31].[O-:27][C:28]([OH:29])=[O:30].[O-:39][C:40]([CH3:41])=[O:42].[O-:43][C:44]([CH3:45])=[O:46].[O:33]=[CH:34][N:35]([CH3:36])[CH3:37].[OH2:32].[Pd+2:38]>>[CH2:1]([CH3:2])[O:3][c:4]1[cH:5][c:6]([C:12](=[CH:13][C:14]#[N:15])[c:17]2[cH:18][cH:19][c:20]([NH:23][C:24]([CH3:25])=[O:26])[cH:21][cH:22]2)[cH:7][cH:8][c:9]1[O:10][CH3:11]. Starting materials: CC(C)(C)C(NC(=O)OCc1ccccc1)C(=O)N1CCC2NCC(Oc3ccc(F)c(F)c3)C21, CCN(C(C)C)C(C)C, Clc1ncccn1, CN(C)C=O, O. Product: CC(C)(C)C(NC(=O)OCc1ccccc1)C(=O)N1CCC2C1C(Oc1ccc(F)c(F)c1)CN2c1ncccn1. As a reaction SMILES: [CH2:1]([c:2]1[cH:3][cH:4][cH:5][cH:6][cH:7]1)[O:8][C:9]([NH:10][CH:11]([C:12]([CH3:13])([CH3:14])[CH3:15])[C:16](=[O:17])[N:18]1[CH:19]2[CH:20]([CH2:21][CH2:22]1)[NH:23][CH2:24][CH:25]2[O:26][c:27]1[cH:28][c:29]([F:34])[c:30]([F:33])[cH:31][cH:32]1)=[O:35].[CH:36]([N:37]([CH2:38][CH3:39])[CH:40]([CH3:41])[CH3:42])([CH3:43])[CH3:44].[Cl:45][c:46]1[n:47][cH:48][cH:49][cH:50][n:51]1.[O:52]=[CH:53][N:54]([CH3:55])[CH3:56].[OH2:57]>>[CH2:1]([c:2]1[cH:3][cH:4][cH:5][cH:6][cH:7]1)[O:8][C:9]([NH:10][CH:11]([C:12]([CH3:13])([CH3:14])[CH3:15])[C:16](=[O:17])[N:18]1[CH:19]2[CH:20]([CH2:21][CH2:22]1)[N:23]([c:46]1[n:47][cH:48][cH:49][cH:50][n:51]1)[CH2:24][CH:25]2[O:26][c:27]1[cH:28][c:29]([F:34])[c:30]([F:33])[cH:31][cH:32]1)=[O:35].